From a dataset of the Open Reaction Database (ORD), a public repository of structured organic reaction records. describe an organic reaction: reactants, conditions, products, and yield The yield is 112.3%. Procedure: A solution of 1-[4-(2-pyrrolidin-1-yl-ethoxy)phenyl]-1,2,3,4-tetrahydroisoquinolin-6-ol (0.023 g, 0.067 mmol), 4-imidazol-1-yl-benzaldehyde (0.011 g, 0.063 mmol), NaOAc (0.011 g, 0.14 mmol), and sodium cyanoborohydride (0.004 g, 0.063 mmol) in MeOH (2.0 ml) was stirred at rt for 18 hr. The reaction mixture was evaporated in vacuo to a yellow residue that was dissolved in EtOAc (5 ml) and washed first with sat. NaHCO3 solution (5 ml) and then with H2O (5 ml). The organic solution was dried over M... Product: N1(C=NC=C1)C1=CC=C(CN2C(C3=CC=C(C=C3CC2)O)C2=CC=C(C=C2)OCCN2CCCC2)C=C1 (2-(4-Imidazol-1-yl-benzyl)-1-[4-(2-pyrrolidin-1-yl-ethoxy)phenyl]-1,2,3,4-tetrahydroisoquinolin-6-ol). The reactants are N1(CCCC1)CCOC1=CC=C(C=C1)C1NCCC2=CC(=CC=C12)O (1-[4-(2-pyrrolidin-1-yl-ethoxy)phenyl]-1,2,3,4-tetrahydroisoquinolin-6-ol), N1(C=NC=C1)C1=CC=C(C=O)C=C1 (4-imidazol-1-yl-benzaldehyde), CC(=O)[O-].[Na+] (NaOAc), C(#N)[BH3-].[Na+] (sodium cyanoborohydride). As a reaction SMILES: [N:1]1([CH2:6][CH2:7][O:8][C:9]2[CH:14]=[CH:13][C:12]([CH:15]3[C:24]4[C:19](=[CH:20][C:21]([OH:25])=[CH:22][CH:23]=4)[CH2:18][CH2:17][NH:16]3)=[CH:11][CH:10]=2)[CH2:5][CH2:4][CH2:3][CH2:2]1.[N:26]1([C:31]2[CH:38]=[CH:37][C:34]([CH:35]=O)=[CH:33][CH:32]=2)[CH:30]=[CH:29][N:28]=[CH:27]1.CC([O-])=O.[Na+].C([BH3-])#N.[Na+]>CO>[N:26]1([C:31]2[CH:38]=[CH:37][C:34]([CH2:35][N:16]3[CH2:17][CH2:18][C:19]4[C:24](=[CH:23][CH:22]=[C:21]([OH:25])[CH:20]=4)[CH:15]3[C:12]3[CH:13]=[CH:14][C:9]([O:8][CH2:7][CH2:6][N:1]4[CH2:5][CH2:4][CH2:3][CH2:2]4)=[CH:10][CH:11]=3)=[CH:33][CH:32]=2)[CH:30]=[CH:29][N:28]=[CH:27]1 |f:2.3,4.5|. The solvent is CO (MeOH). Starting materials: CCO, [Cl-], O=C(Nc1ccc(Oc2ccc(C(=O)Nc3ccc(Br)cc3)cc2[N+](=O)[O-])cc1)OCC(Cl)(Cl)Cl, [Fe], [NH4+], C1CCOC1, O. Yields the product Nc1cc(C(=O)Nc2ccc(Br)cc2)ccc1Oc1ccc(NC(=O)OCC(Cl)(Cl)Cl)cc1. RXN SMILES: [CH3:44][CH2:45][OH:46].[Cl-:36].[Cl:1][C:2]([CH2:3][O:4][C:5]([NH:6][c:7]1[cH:8][cH:9][c:10]([O:13][c:14]2[c:15]([N+:30]([O-:31])=[O:32])[cH:16][c:17]([C:20]([NH:21][c:22]3[cH:23][cH:24][c:25]([Br:28])[cH:26][cH:27]3)=[O:29])[cH:18][cH:19]2)[cH:11][cH:12]1)=[O:33])([Cl:34])[Cl:35].[Fe:47].[NH4+:37].[O:38]1[CH2:39][CH2:40][CH2:41][CH2:42]1.[OH2:43]>>[Cl:1][C:2]([CH2:3][O:4][C:5]([NH:6][c:7]1[cH:8][cH:9][c:10]([O:13][c:14]2[c:15]([NH2:30])[cH:16][c:17]([C:20]([NH:21][c:22]3[cH:23][cH:24][c:25]([Br:28])[cH:26][cH:27]3)=[O:29])[cH:18][cH:19]2)[cH:11][cH:12]1)=[O:33])([Cl:34])[Cl:35]. The reactants are COC1=C(CN2C[C@H](CC2=O)C(=O)O)C=CC(=C1)OC ((S)-1-(2,4-dimethoxybenzyl)-5-oxopyrrolidine-3-carboxylic acid), C1(=CC=CC=C1)OC (anisole), FC(C(=O)O)(F)F (trifluoroacetic acid). Conditions: time 4 hour. Yields the product O=C1C[C@@H](CN1)C(=O)O ((S)-5-oxopyrrolidine-3-carboxylic acid). The yield is 98.0%. As a reaction SMILES: COC1C=C(OC)C=CC=1C[N:6]1[C:10](=[O:11])[CH2:9][C@H:8]([C:12]([OH:14])=[O:13])[CH2:7]1.C1(OC)C=CC=CC=1.FC(F)(F)C(O)=O>>[O:11]=[C:10]1[NH:6][CH2:7][C@@H:8]([C:12]([OH:14])=[O:13])[CH2:9]1. Reported procedure: To (S)-1-(2,4-dimethoxybenzyl)-5-oxopyrrolidine-3-carboxylic acid (5.3 g) were added anisole (3.1 ml) and trifluoroacetic acid (26.5 ml) at room temperature, and the mixture was stirred for 4 hours at reflux. This reaction solution was cooled to room temperature, concentrated under reduced pressure, azeotropic-dried with toluene. To the resulting residue was added diisopropyl ether (53 ml), and the mixture was stirred at room temperature. A solid was collected from this suspension by filtration,... Starting materials: C(C)(C)(C)OC(NC1=C(C=C(C=C1)C1=CC=C(C=C1)OC(F)(F)F)[N+](=O)[O-])=O ((3-Nitro-4′-trifluoromethoxy-biphenyl-4-yl)-carbamic acid tert.-butyl ester). Reagents/catalysts: [Ni] (Ni). Product: C(C)(C)(C)OC(NC1=C(C=C(C=C1)C1=CC=C(C=C1)OC(F)(F)F)N)=O ((3-Amino-4′-trifluoromethoxy-biphenyl-4-yl)-carbamic acid tert.-butyl ester). Reaction SMILES: [C:1]([O:5][C:6](=[O:28])[NH:7][C:8]1[CH:13]=[CH:12][C:11]([C:14]2[CH:19]=[CH:18][C:17]([O:20][C:21]([F:24])([F:23])[F:22])=[CH:16][CH:15]=2)=[CH:10][C:9]=1[N+:25]([O-])=O)([CH3:4])([CH3:3])[CH3:2]>[Ni]>[C:1]([O:5][C:6](=[O:28])[NH:7][C:8]1[CH:13]=[CH:12][C:11]([C:14]2[CH:19]=[CH:18][C:17]([O:20][C:21]([F:24])([F:23])[F:22])=[CH:16][CH:15]=2)=[CH:10][C:9]=1[NH2:25])([CH3:4])([CH3:2])[CH3:3]. Procedure details: Prepared from (3-nitro-4′-trifluoromethoxy-biphenyl-4-yl)-carbamic acid tert.-butyl ester (Example B9) by catalytic hydrogenation with Raney-Ni according to the general procedure G (method a). Obtained as a white solid (371 mg).